From a dataset of the Open Reaction Database (ORD), a public repository of structured organic reaction records. describe an organic reaction: reactants, conditions, products, and yield Starting materials: C(C)O (ethanol), C(=O)[O-].[NH4+] (ammonium formate), C(=O)O (Formic acid), C(C1=CC=CC=C1)O (benzyl alcohol). The reagents and catalysts are [Pd] (Pd/C). The solvent is O (water). Conditions: temperature 80 celsius, time 25 minute. Product: C1(=CC=CC=C1)C(CO)O (1-Phenylethane-1,2-diol). Yield: 60.0%. RXN SMILES: [CH2:1]([OH:3])C.C([O-])=O.[NH4+].C(O)=O.[CH2:11]([OH:18])[C:12]1[CH:17]=[CH:16][CH:15]=[CH:14][CH:13]=1>[Pd].O>[C:12]1([CH:11]([OH:18])[CH2:1][OH:3])[CH:17]=[CH:16][CH:15]=[CH:14][CH:13]=1 |f:1.2|. Procedure: Pd/C (5 mol %) is weighed into a reaction flask. A solvent mixture consisting of ethanol and water (4:1) and ammonium formate (30 mol %) is added, the reaction flask is capped with a rubber septa and the mixture is heated (80° C.) for 2 minutes. Formic acid (3 equivalents) and then benzyl alcohol are added by syringe. The reaction is run for 10-40 minutes and the reaction is quenched with brine. The product is extracted by DCM and the organic phase is dried by Na2SO4. The product 1-phenyl-2-prop... Starting materials: ClC=1C2=C(N=CN1)NC=C2 (4-chloro-7H-pyrrolo[2,3-d]pyrimidine), NC1=CC2=C(NC(S2)=O)C=C1OC (6-amino-5-methoxy-1,3-benzothiazol-2(3H)-one). The product is COC=1C(=CC2=C(NC(S2)=O)C1)NC=1C2=C(N=CN1)NC=C2 (5-Methoxy-6-(7H-pyrrolo[2,3-d]pyrimidin-4-ylamino)-1,3-benzothiazol-2(3H)-one). RXN SMILES: Cl[C:2]1[C:3]2[CH:10]=[CH:9][NH:8][C:4]=2[N:5]=[CH:6][N:7]=1.[NH2:11][C:12]1[C:21]([O:22][CH3:23])=[CH:20][C:15]2[NH:16][C:17](=[O:19])[S:18][C:14]=2[CH:13]=1>>[CH3:23][O:22][C:21]1[C:12]([NH:11][C:2]2[C:3]3[CH:10]=[CH:9][NH:8][C:4]=3[N:5]=[CH:6][N:7]=2)=[CH:13][C:14]2[S:18][C:17](=[O:19])[NH:16][C:15]=2[CH:20]=1. Reported procedure: 20 mg (130 μmol) 4-chloro-7H-pyrrolo[2,3-d]pyrimidine (CAS-No. 3680-59-1) were transformed in analogy to example 1 using 6-amino-5-methoxy-1,3-benzothiazol-2(3H)-one to give after working up and purification 8.0 mg (19%) of the title compound. Starting materials: NC1=NC=C(C2=C1C(=CS2)C2=CC(=C(C=C2)NC(=O)C=2N(C1=CC=CC=C1C2)C)OC)I (N-[4-(4-amino-7-iodothieno[3,2-c]pyridin-3-yl)-2-methoxyphenyl]-1-methyl-1H-indole-2-carboxamide), C(=O)C1=C(OC=C1)B(O)O (3-formyl-2-furylboronic acid). Yields the product NC1=NC=C(C2=C1C(=CS2)C2=CC(=C(C=C2)NC(=O)C=2N(C1=CC=CC=C1C2)C)OC)C=2OC=CC2C=O (N-{4-[4-amino-7-(3-formyl-2-furyl)thieno[3,2-c]pyridin-3-yl]-2-methoxyphenyl}-1-methyl-1H-indole-2-carboxamide). As a reaction SMILES: [NH2:1][C:2]1[C:7]2[C:8]([C:11]3[CH:16]=[CH:15][C:14]([NH:17][C:18]([C:20]4[N:21]([CH3:29])[C:22]5[C:27]([CH:28]=4)=[CH:26][CH:25]=[CH:24][CH:23]=5)=[O:19])=[C:13]([O:30][CH3:31])[CH:12]=3)=[CH:9][S:10][C:6]=2[C:5](I)=[CH:4][N:3]=1.[CH:33]([C:35]1[CH:39]=[CH:38][O:37][C:36]=1B(O)O)=[O:34]>>[NH2:1][C:2]1[C:7]2[C:8]([C:11]3[CH:16]=[CH:15][C:14]([NH:17][C:18]([C:20]4[N:21]([CH3:29])[C:22]5[C:27]([CH:28]=4)=[CH:26][CH:25]=[CH:24][CH:23]=5)=[O:19])=[C:13]([O:30][CH3:31])[CH:12]=3)=[CH:9][S:10][C:6]=2[C:5]([C:36]2[O:37][CH:38]=[CH:39][C:35]=2[CH:33]=[O:34])=[CH:4][N:3]=1. Procedure details: The title compound was prepared using N-[4-(4-amino-7-iodothieno[3,2-c]pyridin-3-yl)-2-methoxyphenyl]-1-methyl-1H-indole-2-carboxamide (0.120 g, 0.217 mmol), 3-formyl-2-furylboronic acid (0.247 mmol) and the procedure described in General Procedure A. 1H NMR (DMSO-d6, 400 MHz) δ 9.48 (s, 1H), 7.96 (d, 1H), 7.82 (d, 1H), 7.68 (d, 1H), 7.57 (m, 2H), 7.51 (s, 1H), 7.33 (s, 1H), 7.29 (m, 1H), 7.26 (d, 1H), 7.17 (m, 1H), 7.13 (t, 1H), 7.05 (m, 1H), 4.04 (s, 3H), 3.91 (s, 3H); MS: (M−H)− 521. The reactants are ClC=1C=C(CN)C=CC1Cl (3,4-dichlorobenzylamine), ClC=1C2=C(N=C(N1)C=1C=NC=CC1)SC=C2C (4-chloro-2-(pyridin-3-yl)-5-methyl-thieno-[2,3-d]-pyrimidine). Product: N1=CC(=CC=C1)C=1N=C(C2=C(N1)SC=C2C)NCC2=CC(=C(C=C2)Cl)Cl (2-(pyridin-3-yl)-4-(3,4-dichlorobenzylamino)-5-methyl-thieno-[2,3-d]-pyrimidine). As a reaction SMILES: [Cl:1][C:2]1[CH:3]=[C:4]([CH:7]=[CH:8][C:9]=1[Cl:10])[CH2:5][NH2:6].Cl[C:12]1[C:13]2[C:26]([CH3:27])=[CH:25][S:24][C:14]=2[N:15]=[C:16]([C:18]2[CH:19]=[N:20][CH:21]=[CH:22][CH:23]=2)[N:17]=1>>[N:20]1[CH:21]=[CH:22][CH:23]=[C:18]([C:16]2[N:17]=[C:12]([NH:6][CH2:5][C:4]3[CH:7]=[CH:8][C:9]([Cl:10])=[C:2]([Cl:1])[CH:3]=3)[C:13]3[C:26]([CH3:27])=[CH:25][S:24][C:14]=3[N:15]=2)[CH:19]=1. Procedure: With the procedure of Example 1, the reaction of 3,4-dichlorobenzylamine with 4-chloro-2-(pyridin-3-yl)-5-methyl-thieno-[2,3-d]-pyrimidine yields 2-(pyridin-3-yl)-4-(3,4-dichlorobenzylamino)-5-methyl-thieno-[2,3-d]-pyrimidine. Starting materials: P(=O)([O-])([O-])[O-].[K+].[K+].[K+] (potassium phosphate), 2, 2, CC1([C@@H](N2[C@H](S1)[C@@H](C2=O)NC(=O)[C@@H](C=3C=CC=CC3)N)C(=O)O)C (ampicillin), CoCl2.6H2O, Cl (HCl), mixture, CC1([C@@H](N2[C@H](S1)[C@@H](C2=O)NC(=O)[C@@H](C=3C=CC=CC3)N)C(=O)O)C (ampicillin), CC(C)S[C@H]1[C@@H]([C@H]([C@H]([C@H](O1)CO)O)O)O (IPTG). Solvent: C(C1=CC=CC=C1)#N (benzonitrile), P(=O)([O-])([O-])[O-] (phosphate). Run at time 8 hour. Yields the product C(C1=CC=CC=C1)(=O)N (benzamide). RXN SMILES: CC1(C)S[C@@H]2[C@H](NC([C@H:13]([NH2:20])[C:14]3[CH:15]=[CH:16][CH:17]=[CH:18][CH:19]=3)=O)C(=O)N2[C@H]1C(O)=O.CC(S[C@@H]1[O:34][C@H](CO)[C@H](O)[C@H](O)[C@H]1O)C.P([O-])([O-])([O-])=O.[K+].[K+].[K+].Cl>P([O-])([O-])([O-])=O.C(#N)C1C=CC=CC=1>[C:13]([NH2:20])(=[O:34])[C:14]1[CH:15]=[CH:16][CH:17]=[CH:18][CH:19]=1 |f:2.3.4.5|. Procedure details: TG1/pNHJ10H and TG1/pNEJ20L were inoculated into 10 ml of 2×YT medium containing 50 μg/ml of ampicillin and incubated at 30° C. overnight (12 hours). 1 ml of the resultant culture was added to 100 ml of 2×YT medium (50 μg/ml of ampicillin, 0.1 g of CoCl2.6H2O/l). The mixture was incubated at 30° C. for 4 hours. IPTG was added to the mixture to a final concentration of 1 mM. The mixture was incubated at 30° C. for 10 hours. After harvesting the cells, the cells were suspended in 5 ml of 0.1M phos... As a reaction SMILES: [Br:32][CH2:33][C:34](=[O:35])[O:36][CH2:37][CH3:38].[nH:1]1[c:2](=[O:31])[cH:3][c:4](-[c:7]2[c:8]([CH2:26][O:27][C:28]([CH3:29])=[O:30])[c:9]([CH2:21][O:22][C:23]([CH3:24])=[O:25])[cH:10][c:11]3[cH:12][c:13]([O:19][CH3:20])[c:14]([O:17][CH3:18])[cH:15][c:16]23)[cH:5][cH:6]1>>[n:1]1([CH2:33][C:34](=[O:35])[O:36][CH2:37][CH3:38])[c:2](=[O:31])[cH:3][c:4](-[c:7]2[c:8]([CH2:26][O:27][C:28]([CH3:29])=[O:30])[c:9]([CH2:21][O:22][C:23]([CH3:24])=[O:25])[cH:10][c:11]3[cH:12][c:13]([O:19][CH3:20])[c:14]([O:17][CH3:18])[cH:15][c:16]23)[cH:5][cH:6]1. Reactants: CCOC(=O)CBr, COc1cc2cc(COC(C)=O)c(COC(C)=O)c(-c3cc[nH]c(=O)c3)c2cc1OC. Yields the product CCOC(=O)Cn1ccc(-c2c(COC(C)=O)c(COC(C)=O)cc3cc(OC)c(OC)cc23)cc1=O. Starting materials: CC(=O)O, O=Cc1ccccc1C=O, NCCCC(NS(=O)(=O)c1cc(Cl)ccc1-c1ccccc1)C(=O)O, Cl. The product is O=C(O)C(CCCN1Cc2ccccc2C1=O)NS(=O)(=O)c1cc(Cl)ccc1-c1ccccc1. As a reaction SMILES: [CH3:37][C:38](=[O:39])[OH:40].[CH:27]([c:28]1[c:29]([CH:30]=[O:31])[cH:32][cH:33][cH:34][cH:35]1)=[O:36].[Cl:2][c:3]1[cH:4][c:5]([S:15](=[O:16])(=[O:17])[NH:18][CH:19]([C:20](=[O:21])[OH:22])[CH2:23][CH2:24][CH2:25][NH2:26])[c:6](-[c:9]2[cH:10][cH:11][cH:12][cH:13][cH:14]2)[cH:7][cH:8]1.[ClH:1]>>[Cl:2][c:3]1[cH:4][c:5]([S:15](=[O:16])(=[O:17])[NH:18][CH:19]([C:20](=[O:21])[OH:22])[CH2:23][CH2:24][CH2:25][N:26]2[CH2:27][c:28]3[c:29]([cH:32][cH:33][cH:34][cH:35]3)[C:30]2=[O:31])[c:6](-[c:9]2[cH:10][cH:11][cH:12][cH:13][cH:14]2)[cH:7][cH:8]1.